This data is from the Open Reaction Database (ORD), a public repository of structured organic reaction records. The task is: describe an organic reaction: reactants, conditions, products, and yield The reactants are CC(C)CCON=O, CC#N, Cl[Cu], Cl[Cu]Cl, Cl, COC(=O)COc1ccccc1Oc1cc(-n2c(=O)cc(C(F)(F)F)n(C)c2=O)c(F)cc1N. Yields the product COC(=O)COc1ccccc1Oc1cc(-n2c(=O)cc(C(F)(F)F)n(C)c2=O)c(F)cc1Cl. RXN SMILES: [CH3:1][CH:2]([CH2:3][CH2:4][O:5][N:6]=[O:7])[CH3:8].[CH3:49][C:50]#[N:51].[Cl:44][Cu:45].[Cl:46][Cu:47][Cl:48].[ClH:43].[NH2:9][c:10]1[c:11]([O:12][c:13]2[c:14]([O:15][CH2:16][C:17](=[O:18])[O:19][CH3:20])[cH:21][cH:22][cH:23][cH:24]2)[cH:25][c:26](-[n:30]2[c:31](=[O:42])[n:32]([CH3:41])[c:33]([C:37]([F:38])([F:39])[F:40])[cH:34][c:35]2=[O:36])[c:27]([F:29])[cH:28]1>>[c:10]1([Cl:43])[c:11]([O:12][c:13]2[c:14]([O:15][CH2:16][C:17](=[O:18])[O:19][CH3:20])[cH:21][cH:22][cH:23][cH:24]2)[cH:25][c:26](-[n:30]2[c:31](=[O:42])[n:32]([CH3:41])[c:33]([C:37]([F:38])([F:39])[F:40])[cH:34][c:35]2=[O:36])[c:27]([F:29])[cH:28]1. Starting materials: BrC1=CC=C(S1)C1CC(=NN1C1=C(C=CC=C1)Cl)C(=O)O (5-(5-bromo-thiophen-2-yl)-1-(2-chloro-phenyl)-4,5-dihydro-1H-pyrazole-3-carboxylic acid), S(=O)(Cl)Cl (thionyl chloride). Conditions: time 2 hour. Product: BrC1=CC=C(S1)C1CC(=NN1C1=C(C=CC=C1)Cl)C(=O)Cl (5-(5-bromo-thiophen-2-yl)-1-(2-chloro-phenyl)-4,5-dihydro-1H-pyrazole-3-carbonyl chloride). RXN SMILES: [Br:1][C:2]1[S:6][C:5]([CH:7]2[N:11]([C:12]3[CH:17]=[CH:16][CH:15]=[CH:14][C:13]=3[Cl:18])[N:10]=[C:9]([C:19]([OH:21])=O)[CH2:8]2)=[CH:4][CH:3]=1.S(Cl)([Cl:24])=O>>[Br:1][C:2]1[S:6][C:5]([CH:7]2[N:11]([C:12]3[CH:17]=[CH:16][CH:15]=[CH:14][C:13]=3[Cl:18])[N:10]=[C:9]([C:19]([Cl:24])=[O:21])[CH2:8]2)=[CH:4][CH:3]=1. Procedure: 5-(5-Bromo-thiophen-2-yl)-1-(2-chloro-phenyl)-4,5-dihydro-1H-pyrazole-3-carboxylic acid (18.1 g, 46.9 mmol) prepared in Step 4 was added to thionyl chloride (200.0 mL). The reaction mixture was stitted at 100° C. for 2 hours and then concentrated under reduced pressure. The resulting residue was concentrated under reduced pressure three times, along with using toluene, to give 5-(5-bromo-thiophen-2-yl)-1-(2-chloro-phenyl)-4,5-dihydro-1H-pyrazole-3-carbonyl chloride as a dark brown liquid. Reactants: CC(=O)OC(C)OC(=O)Oc1ccc([N+](=O)[O-])cc1, CN(C)C=O, Cl, Cl, CCOC(=O)COc1ccc(C(=O)CN2CCN(C3CCNCC3)CC2=O)cc1, O. Yields the product CCOC(=O)COc1ccc(C(=O)CN2CCN(C3CCN(C(=O)OC(C)OC(C)=O)CC3)CC2=O)cc1. RXN SMILES: [C:32]([O:33][CH:34]([CH3:35])[O:36][C:37]([CH3:38])=[O:39])([O:40][c:42]1[cH:43][cH:44][c:45]([N+:46]([O-:47])=[O:48])[cH:49][cH:50]1)=[O:41].[CH3:52][N:53]([CH3:54])[CH:55]=[O:56].[ClH:1].[ClH:2].[O:3]=[C:4]1[N:5]([CH2:16][C:17](=[O:18])[c:19]2[cH:20][cH:21][c:22]([O:23][CH2:24][C:25](=[O:26])[O:27][CH2:28][CH3:29])[cH:30][cH:31]2)[CH2:6][CH2:7][N:8]([CH:10]2[CH2:11][CH2:12][NH:13][CH2:14][CH2:15]2)[CH2:9]1.[OH2:51]>>[O:3]=[C:4]1[N:5]([CH2:16][C:17](=[O:18])[c:19]2[cH:20][cH:21][c:22]([O:23][CH2:24][C:25](=[O:26])[O:27][CH2:28][CH3:29])[cH:30][cH:31]2)[CH2:6][CH2:7][N:8]([CH:10]2[CH2:11][CH2:12][N:13]([C:32]([O:33][CH:34]([CH3:35])[O:36][C:37]([CH3:38])=[O:39])=[O:40])[CH2:14][CH2:15]2)[CH2:9]1. Starting materials: CN(C=O)C (N,N-Dimethylformamide), BrC1=C(C=CC(=C1)F)C(F)F (2-bromo-1-(difluoromethyl)-4-fluorobenzene), Cl (hydrochloric acid). Run in C1CCOC1 (THF). Reaction conditions: temperature -20 celsius, time 1 hour. Yields the product FC(C1=C(C=O)C=C(C=C1)F)F (2-(difluoromethyl)-5-fluorobenzaldehyde). Yield: 36.8%. RXN SMILES: Br[C:2]1[CH:7]=[C:6]([F:8])[CH:5]=[CH:4][C:3]=1[CH:9]([F:11])[F:10].CN(C)[CH:14]=[O:15].Cl>C1COCC1>[F:10][CH:9]([F:11])[C:3]1[CH:4]=[CH:5][C:6]([F:8])=[CH:7][C:2]=1[CH:14]=[O:15]. Reported procedure: Isopropylmagnesium chloride-lithium chloride complex (1M, 21.46 mL, 21.46 mmol) was added to 2-bromo-1-(difluoromethyl)-4-fluorobenzene (4.39 g, 19.51 mmol) in THF (120 mL) cooled to −20° C. under nitrogen. The resulting solution was stirred at −20° C. for 1 hour. N,N-Dimethylformamide (1.813 mL, 23.41 mmol) was added, and the mixture stirred for a further 1 hour, maintaining the temperature in the range −15 to −20° C. The mixture was allowed to warm to ambient temperature, then 2M hydrochloric ... The reactants are BrC1=CC(=C(C=C1)O)Cl (4-bromo-2-chlorophenol), [I-].[K+] (potassium iodide), II (iodine). The solvent is N (ammonia), O (water). Conditions: time 4 hour. Product: BrC1=CC(=C(C(=C1)I)O)Cl (4-bromo-2-chloro-6-iodophenol). Isolated yield 87.1%. As a reaction SMILES: [Br:1][C:2]1[CH:7]=[CH:6][C:5]([OH:8])=[C:4]([Cl:9])[CH:3]=1.[I-:10].[K+].II>N.O>[Br:1][C:2]1[CH:7]=[C:6]([I:10])[C:5]([OH:8])=[C:4]([Cl:9])[CH:3]=1 |f:1.2|. Procedure: To a solution of 4-bromo-2-chlorophenol (10 g, 48.2 mmol) in 25% aqueous ammonia solution (140 mL) was added a solution of potassium iodide (24 g, 144.6 mmol) and iodine (12.2 g, 48.2 mmol) in water (125 mL). The reaction mixture was stirred at ambient temperature for 4 h and quenched with 100 mL of water. The reaction was acidified by addition of concentrated HCl (150 mL) and extracted with ethyl acetate (3×40 mL). The combined organic extracts were dried over Na2SO4 and concentrated in vacuo t... The reactants are OC(COC1=CC=C(C=C1)OC)[C@H]1N(CCC1)C([C@H]1N(CCC1)C(CSC1=CC=CC=C1)=O)=O ((2S)-2-[1-Hydroxy-2-(4-methoxyphenoxy)ethyl]-1-{N-[(phenylthio)acetyl]-L-prolyl}pyrrolidine), CS(=O)C (DMSO), C1=CC=CC=C1 (benzene). The solvent is C(C)N(CC)CC (triethylamine). Product: COC1=CC=C(OCC(=O)[C@H]2N(CCC2)C([C@H]2N(CCC2)C(CSC2=CC=CC=C2)=O)=O)C=C1 ((2S)-2-(4-Methoxyphenoxyacetyl)-1-{N-[(phenylthio)acetyl]-L-prolyl}pyrrolidine). Isolated yield 82.6%. As a reaction SMILES: [OH:1][CH:2]([C@@H:13]1[CH2:17][CH2:16][CH2:15][N:14]1[C:18](=[O:34])[C@@H:19]1[CH2:23][CH2:22][CH2:21][N:20]1[C:24](=[O:33])[CH2:25][S:26][C:27]1[CH:32]=[CH:31][CH:30]=[CH:29][CH:28]=1)[CH2:3][O:4][C:5]1[CH:10]=[CH:9][C:8]([O:11][CH3:12])=[CH:7][CH:6]=1.CS(C)=O.C1C=CC=CC=1>C(N(CC)CC)C>[CH3:12][O:11][C:8]1[CH:7]=[CH:6][C:5]([O:4][CH2:3][C:2]([C@@H:13]2[CH2:17][CH2:16][CH2:15][N:14]2[C:18](=[O:34])[C@@H:19]2[CH2:23][CH2:22][CH2:21][N:20]2[C:24](=[O:33])[CH2:25][S:26][C:27]2[CH:28]=[CH:29][CH:30]=[CH:31][CH:32]=2)=[O:1])=[CH:10][CH:9]=1. Procedure: (2S)-2-[1-Hydroxy-2-(4-methoxyphenoxy)ethyl]-1-{N-[(phenylthio)acetyl]-L-prolyl}pyrrolidine (620 mg) was treated in the same manner as in Example 47-D) using DMSO (10 ml), benzene (5 ml), triethylamine (0.90 ml), and sulfur trioxide-pyridine complex (960 mg) to give 510 mg of the title compound.